Dataset: the Open Reaction Database (ORD), a public repository of structured organic reaction records. Task: describe an organic reaction: reactants, conditions, products, and yield The reactants are Cl (HCl), ClC1CCC2=C(C=CC=C12)OC (1-chloro-4-methoxyindan), N1CCCCC1 (piperidine). Run in C(Cl)(Cl)Cl (chloroform), C(Cl)(Cl)Cl (chloroform). Conditions: time 8 hour. Product: COC1=C2CCC(C2=CC=C1)N1CCCCC1 (4-Methoxy-1-piperidinylindan). Reaction SMILES: Cl[CH:2]1[C:10]2[C:5](=[C:6]([O:11][CH3:12])[CH:7]=[CH:8][CH:9]=2)[CH2:4][CH2:3]1.[NH:13]1[CH2:18][CH2:17][CH2:16][CH2:15][CH2:14]1.Cl>C(Cl)(Cl)Cl>[CH3:12][O:11][C:6]1[CH:7]=[CH:8][CH:9]=[C:10]2[C:5]=1[CH2:4][CH2:3][CH:2]2[N:13]1[CH2:18][CH2:17][CH2:16][CH2:15][CH2:14]1. Procedure: A solution of 1-chloro-4-methoxyindan (from Step 3) in chloroform (130 ml) is added over a period of ten minutes to a stirred mixture of piperidine (284 ml) in chloroform (400 ml) under nitrogen. The reaction mixture is heated to reflux for six hours and allowed to stand at RT overnight. The mixture is treated with 10% aqueous HCl and the organic layer separated. The aqueous layer is extracted with methylene chloride and the combined organic extracts washed with 10% aqueous HCl. The organic laye... Reactants: COC(C1=CC(=CC(=C1)C(F)(F)F)[N+](=O)[O-])OC (1-(dimethoxymethyl)-3-nitro-5-(trifluoromethyl)benzene). Solvent: C(C)O (ethanol), [Pd] (Pd/C). Run at time 5 hour. The product is COC(C=1C=C(N)C=C(C1)C(F)(F)F)OC (3-(dimethoxymethyl)-5-(trifluoromethyl)aniline). RXN SMILES: [CH3:1][O:2][CH:3]([O:17][CH3:18])[C:4]1[CH:9]=[C:8]([C:10]([F:13])([F:12])[F:11])[CH:7]=[C:6]([N+:14]([O-])=O)[CH:5]=1>C(O)C.[Pd]>[CH3:18][O:17][CH:3]([O:2][CH3:1])[C:4]1[CH:5]=[C:6]([CH:7]=[C:8]([C:10]([F:11])([F:12])[F:13])[CH:9]=1)[NH2:14]. Procedure details: To 1-(dimethoxymethyl)-3-nitro-5-(trifluoromethyl)benzene (1.9 gm, 7.6 mmol) in ethanol (20 ml), 10% Pd/C (200 m) was added, stirred under balloon pressure for 5 h. Then the reaction mixture was filtered and volatile were removed under vacuum to provide 3-(dimethoxymethyl)-5-(trifluoromethyl)aniline. The reactants are C1CCOC1, [Li+], [OH-], O, O, COC(=O)CC1CCC(c2ccc(NC(=O)c3nnc(Nc4ccccn4)o3)cc2)CC1. Yields the product O=C(O)CC1CCC(c2ccc(NC(=O)c3nnc(Nc4ccccn4)o3)cc2)CC1. RXN SMILES: [CH2:37]1[O:38][CH2:39][CH2:40][CH2:41]1.[Li+:3].[OH-:2].[OH2:1].[OH2:36].[n:4]1[c:5]([NH:10][c:11]2[n:12][n:13][c:14]([C:16](=[O:17])[NH:18][c:19]3[cH:20][cH:21][c:22]([CH:25]4[CH2:26][CH2:27][CH:28]([CH2:31][C:32](=[O:33])[O:34][CH3:35])[CH2:29][CH2:30]4)[cH:23][cH:24]3)[o:15]2)[cH:6][cH:7][cH:8][cH:9]1>>[n:4]1[c:5]([NH:10][c:11]2[n:12][n:13][c:14]([C:16](=[O:17])[NH:18][c:19]3[cH:20][cH:21][c:22]([CH:25]4[CH2:26][CH2:27][CH:28]([CH2:31][C:32](=[O:33])[OH:34])[CH2:29][CH2:30]4)[cH:23][cH:24]3)[o:15]2)[cH:6][cH:7][cH:8][cH:9]1. Starting materials: FC1=C(C(=O)NC=2SC(=CC2)C2=CC(=CC=C2)C(F)(F)F)C(=CC=C1)F (2,6-Difluoro-N-[5-(3-trifluoromethyl-phenyl)-thiophen-2-yl]benzamide), O1C(=NC=C1)C=1C=CC(=C(C1)B(O)O)C (5-(oxazol-2-yl)-2-methylbenzeneboronic acid). Product: FC1=C(C(=O)NC=2SC(=CC2)C2=C(C=CC(=C2)C=2OC=CN2)C)C(=CC=C1)F (2,6-Difluoro-N-[5-(2-methyl-5-oxazol-2-yl-phenyl)-thiophen-2-yl]-benzamide). As a reaction SMILES: [F:1][C:2]1[CH:25]=[CH:24][CH:23]=[C:22]([F:26])[C:3]=1[C:4]([NH:6][C:7]1[S:8][C:9](C2C=CC=C(C(F)(F)F)C=2)=[CH:10][CH:11]=1)=[O:5].[O:27]1[CH:31]=[CH:30][N:29]=[C:28]1[C:32]1[CH:33]=[CH:34][C:35]([CH3:41])=[C:36](B(O)O)[CH:37]=1>>[F:1][C:2]1[CH:25]=[CH:24][CH:23]=[C:22]([F:26])[C:3]=1[C:4]([NH:6][C:7]1[S:8][C:9]([C:36]2[CH:37]=[C:32]([C:28]3[O:27][CH:31]=[CH:30][N:29]=3)[CH:33]=[CH:34][C:35]=2[CH3:41])=[CH:10][CH:11]=1)=[O:5]. Procedure details: Compound 119 was synthesized in an analogous fashion as described for Compound 117 except that 5-(oxazol-2-yl)-2-methylbenzeneboronic acid was used instead of 3-trifluoromethylbenzeneboronic acid in the final step. Reactants: ClC=1C=C(C=CC1)[C@@H](CCNC)OCCNC(OC)=O ((R)-methyl 2-(1-(3-chlorophenyl)-3-(methylamino)propoxy)ethylcarbamate), NC[C@H](C[C@@H]1COCCCC1)NC(OCCCC)=O (butyl (S)-1-amino-3-((R)-oxepan-3-yl)propan-2-ylcarbamate), NC[C@H](C[C@@H]1COCCC1)N(C(OC(C)(C)C)=O)C (tert-butyl (S)-1-amino-3-((R)-tetrahydro-2H-pyran-3-yl)propan-2-yl(methyl)carbamate). Yields the product ClC=1C=C(C=CC1)[C@@H](CCN(C(NC[C@@H](NC)C[C@@H]1COCCC1)=O)C)OCCNC(OC)=O (methyl (3S,10R)-10-(3-chlorophenyl)-7-methyl-6-oxo-3-(((R)-tetrahydro-2H-pyran-3-yl)methyl)-11-oxa-2,5,7-triazatridecan-13-ylcarbamate). As a reaction SMILES: [Cl:1][C:2]1[CH:3]=[C:4]([C@H:8]([O:13][CH2:14][CH2:15][NH:16][C:17](=[O:20])[O:18][CH3:19])[CH2:9][CH2:10][NH:11][CH3:12])[CH:5]=[CH:6][CH:7]=1.NC[C@@H:23]([NH:32][C:33](=[O:39])OCCCC)[CH2:24][C@H:25]1[CH2:31][CH2:30][CH2:29][CH2:28][O:27][CH2:26]1.[NH2:40][CH2:41][C@@H](N(C)C(=O)OC(C)(C)C)C[C@H]1CCCOC1>>[Cl:1][C:2]1[CH:3]=[C:4]([C@H:8]([O:13][CH2:14][CH2:15][NH:16][C:17](=[O:20])[O:18][CH3:19])[CH2:9][CH2:10][N:11]([CH3:12])[C:33](=[O:39])[NH:32][CH2:23][C@H:24]([CH2:25][C@H:31]2[CH2:30][CH2:29][CH2:28][O:27][CH2:26]2)[NH:40][CH3:41])[CH:5]=[CH:6][CH:7]=1. Reported procedure: The following compounds were prepared following procedures analogous to those described in Example 21 using (R)-methyl 2-(1-(3-chlorophenyl)-3-(methylamino)propoxy)ethylcarbamate and ten-butyl (S)-1-amino-3-((R)-oxepan-3-yl)propan-2-ylcarbamate and tert-butyl (S)-1-amino-3-((R)-tetrahydro-2H-pyran-3-yl)propan-2-yl(methyl)carbamate in Step 1. LC-MS (3 min) tR=1.2 m/z=500. 1H NMR (CD3OD) d 7.35-7.23 (m, 4H), 4.28 (dd, J=8.4, 4.4 Hz, 1H), 3.86-3.81 (m, 2H), 3.62 (s, 3H), 3.54 (br d, J=14.4 Hz, 1H),... Reactants: [Mg+2].[Cl-].[Cl-] (MgCl2), C(CC(=O)O)(=O)O.C(C)[K] (ethyl potassium malonate), C(CC(=O)[O-])(=O)OCC (ethyl malonate), C(=O)(OCC1=CC=CC=C1)N1[C@H](C(=O)O)CCC1 (Cbz-L-Proline), C1=CN(C=N1)C(=O)N2C=CN=C2 (CDI), Cl (HCl). Solvent: C1CCOC1 (THF), C1CCOC1 (THF), C1CCOC1 (THF). Run at temperature 67.5 celsius, time 7 hour. Product: C(C)OC(CC(=O)[C@H]1N(CCC1)C(=O)OCC1=CC=CC=C1)=O ((S)-benzyl 2-(3-ethoxy-3-oxopropanoyl)pyrrolidine-1-carboxylate). Isolated yield 90.0%. RXN SMILES: [Mg+2].[Cl-].[Cl-].C(O)(=O)CC(O)=O.C([K])C.[C:14]([N:24]1[CH2:31][CH2:30][CH2:29][C@H:25]1[C:26]([OH:28])=O)([O:16][CH2:17][C:18]1[CH:23]=[CH:22][CH:21]=[CH:20][CH:19]=1)=[O:15].C1N=CN(C(N2C=NC=C2)=O)C=1.[C:44]([O:50][CH2:51][CH3:52])(=[O:49])[CH2:45]C([O-])=O.Cl>C1COCC1>[CH2:51]([O:50][C:44](=[O:49])[CH2:45][C:26]([C@@H:25]1[CH2:29][CH2:30][CH2:31][N:24]1[C:14]([O:16][CH2:17][C:18]1[CH:19]=[CH:20][CH:21]=[CH:22][CH:23]=1)=[O:15])=[O:28])[CH3:52] |f:0.1.2,3.4|. Procedure details: MgCl2 (153 g, 1640 mmol) was added in one portion to a solution of ethyl potassium malonate (354.9 g, 2085 mmol) in THF (2500 mL). The reaction mixture was stirred for 7 h at 65-70° C. and then at 30° C. overnight. A solution of Cbz-L-Proline (400 g) in THF (1000 mL) was slowly added to a mixture of CDI (312.1 g, 1924.8 mmol) in THF (1500 mL) and stirred at 30° C. for 2 h. The solution was added to the ethyl malonate mixture over 20 min at 20-30° C. and stirred overnight at 30° C. The mixture wa...